Dataset: the Open Reaction Database (ORD), a public repository of structured organic reaction records. Task: describe an organic reaction: reactants, conditions, products, and yield Starting materials: [C@@H]1([C@H](O)[C@@H](O)[C@@H](O)[C@H](O1)CO)C=1C(OC2=CC=CC=C2C1)=O.CCC1(C(=O)NC(=O)NC1=O)C=2C=CC=CC2 (β-galactosylcoumarin phenobarbital), BrCCCCC(=O)OCC (ethyl 5-bromopentanoate), ethyl ω-bromoalkanoate. The product is [C@@H]1([C@H](O)[C@@H](O)[C@@H](O)[C@H](O1)CO)C1=CC=C2C=C(C(OC2=C1)=O)C(=O)NCCCCC1(C(NC(NC1=O)=O)=O)C1=CC=CC=C1 (5-[4-(7-β-Galactosylcoumarin-3-carboxamido)butyl]-5-phenylbarbituric Acid). RXN SMILES: [C@@H:1]1([C:12]2[C:13](=O)OC3C(C=2)=CC=CC=3)[O:9][C@H:8]([CH2:10][OH:11])[C@H:6]([OH:7])[C@H:4]([OH:5])[C@H:2]1[OH:3].[CH3:23][CH2:24][C:25]1([C:34]2[CH:35]=[CH:36][CH:37]=[CH:38][CH:39]=2)[C:32](=[O:33])[NH:31][C:29](=[O:30])[NH:28][C:26]1=[O:27].Br[CH2:41][CH2:42][CH2:43][CH2:44][C:45]([O:47][CH2:48][CH3:49])=[O:46]>>[C@@H:1]1([C:12]2[CH:49]=[C:48]3[C:42]([CH:43]=[C:44]([C:29]([NH:28][CH2:26][CH2:25][CH2:23][CH2:24][C:25]4([C:34]5[CH:39]=[CH:38][CH:37]=[CH:36][CH:35]=5)[C:32](=[O:33])[NH:31][C:29](=[O:30])[NH:28][C:26]4=[O:27])=[O:30])[C:45](=[O:46])[O:47]3)=[CH:41][CH:13]=2)[O:9][C@H:8]([CH2:10][OH:11])[C@H:6]([OH:7])[C@H:4]([OH:5])[C@H:2]1[OH:3] |f:0.1|. Procedure: The above-described synthesis of the β-galactosylcoumarin-phenobarbital conjugate (n=4) can be modified to yield label conjugates wherein n=2 through 6 by replacing the starting material ethyl 5-bromopentanoate with the appropriate ethyl ω-bromoalkanoate as follows: